The task is: describe an organic reaction: reactants, conditions, products, and yield. This data is from the Open Reaction Database (ORD), a public repository of structured organic reaction records. The reactants are Cl, [K+], C1CCOC1, [OH-], O, CCOC(=O)C=Cc1cccc(-c2ccccc2S(=O)(=O)N(C)CC(O)CNC(C)(C)Cc2ccc3ccccc3c2)c1. Yields the product CN(CC(O)CNC(C)(C)Cc1ccc2ccccc2c1)S(=O)(=O)c1ccccc1-c1cccc(C=CC(=O)O)c1. As a reaction SMILES: [ClH:47].[K+:46].[O:48]1[CH2:49][CH2:50][CH2:51][CH2:52]1.[OH-:45].[OH2:44].[OH:1][CH:2]([CH2:3][N:4]([S:5](=[O:6])(=[O:7])[c:8]1[c:9](-[c:14]2[cH:15][c:16]([CH:20]=[CH:21][C:22](=[O:23])[O:24][CH2:25][CH3:26])[cH:17][cH:18][cH:19]2)[cH:10][cH:11][cH:12][cH:13]1)[CH3:27])[CH2:28][NH:29][C:30]([CH2:31][c:32]1[cH:33][c:34]2[cH:35][cH:36][cH:37][cH:38][c:39]2[cH:40][cH:41]1)([CH3:42])[CH3:43]>>[OH:1][CH:2]([CH2:3][N:4]([S:5](=[O:6])(=[O:7])[c:8]1[c:9](-[c:14]2[cH:15][c:16]([CH:20]=[CH:21][C:22](=[O:23])[OH:24])[cH:17][cH:18][cH:19]2)[cH:10][cH:11][cH:12][cH:13]1)[CH3:27])[CH2:28][NH:29][C:30]([CH2:31][c:32]1[cH:33][c:34]2[cH:35][cH:36][cH:37][cH:38][c:39]2[cH:40][cH:41]1)([CH3:42])[CH3:43].